Dataset: the Open Reaction Database (ORD), a public repository of structured organic reaction records. Task: describe an organic reaction: reactants, conditions, products, and yield Reactants: C(C=C)C1(OCCCC1)C1=CC=CC=C1 (2-allyl-2-phenyltetrahydro-2H-pyran), C[N+]1(CCOCC1)[O-] (N-methylmorpholine-N-oxide), CCOC(=O)C (EtOAc), I(=O)(=O)(=O)[O-].[Na+] (sodium periodate). Reagents/catalysts: O=[Os](=O)(=O)=O (OsO4). Run in CO (MeOH), C1CCOC1 (THF), O (water), O (water), O (water). Conditions: time 1 day. The product is C1(=CC=CC=C1)C1(OCCCC1)CC=O (2-(2-phenyltetrahydro-2H-pyran-2-yl)acetaldehyde). Isolated yield 64.0%. RXN SMILES: [CH2:1]([C:4]1([C:10]2[CH:15]=[CH:14][CH:13]=[CH:12][CH:11]=2)[CH2:9][CH2:8][CH2:7][CH2:6][O:5]1)[CH:2]=C.C[N+]1([O-])CC[O:20]CC1.I([O-])(=O)(=O)=O.[Na+].CCOC(C)=O>C1COCC1.O.CO.O=[Os](=O)(=O)=O>[C:10]1([C:4]2([CH2:1][CH:2]=[O:20])[CH2:9][CH2:8][CH2:7][CH2:6][O:5]2)[CH:15]=[CH:14][CH:13]=[CH:12][CH:11]=1 |f:2.3|. Procedure: To a solution of 2-allyl-2-phenyltetrahydro-2H-pyran (370 mg, 1.829 mmol, Int. 10B) in THF (2.5 mL) was added a solution of N-methylmorpholine-N-oxide (321 mg, 2.74 mmol) in water (2.5 mL), and then 0.37 mL of 2.5% OsO4 in water was also added. The mixture was stirred at room temperature for 1 day. The reaction was quenched with aq Na2S2O3 and the product was extracted with EtOAc. The extract was washed with brine, and the combined aqueous layers were back extracted with EtOAc once and combined.... Reaction SMILES: [C:1]([CH3:2])(=[O:3])[O:4][Si:5]([CH:6]([CH3:7])[CH3:8])([CH:9]([CH3:10])[CH3:11])[CH:12]([CH3:13])[CH3:14].[CH3:20][c:21]1[cH:22][cH:23][cH:24][cH:25][cH:26]1.[CH3:27][N:28]([CH3:29])[CH:30]=[O:31].[OH:15][C:16]([CH:17]=[CH2:18])=[O:19]>>[C:1]([CH:2]=[CH2:16])(=[O:3])[O:4][Si:5]([CH:6]([CH3:7])[CH3:8])([CH:9]([CH3:10])[CH3:11])[CH:12]([CH3:13])[CH3:14]. Yields the product C=CC(=O)O[Si](C(C)C)(C(C)C)C(C)C. Starting materials: CC(=O)O[Si](C(C)C)(C(C)C)C(C)C, Cc1ccccc1, CN(C)C=O, C=CC(=O)O. The reactants are BrC1=CC=C(C=O)C=C1 (4-bromobenzaldehyde), N1CCCCC1 (piperidine), C(C)(=O)O[BH-](OC(C)=O)OC(C)=O.[Na+] (sodium triacetoxyborohydride), C([O-])(O)=O.[Na+] (sodium bicarbonate). Solvent: ClCCCl (DCE), C(C)(=O)O (acetic acid). Run at time 27 hour. Yields the product BrC1=CC=C(CN2CCCCC2)C=C1 (1-(4-Bromo-benzyl)-piperidine). As a reaction SMILES: [Br:1][C:2]1[CH:9]=[CH:8][C:5]([CH:6]=O)=[CH:4][CH:3]=1.[NH:10]1[CH2:15][CH2:14][CH2:13][CH2:12][CH2:11]1.C(O[BH-](OC(=O)C)OC(=O)C)(=O)C.[Na+].C(=O)(O)[O-].[Na+]>ClCCCl.C(O)(=O)C>[Br:1][C:2]1[CH:9]=[CH:8][C:5]([CH2:6][N:10]2[CH2:15][CH2:14][CH2:13][CH2:12][CH2:11]2)=[CH:4][CH:3]=1 |f:2.3,4.5|. Reported procedure: A solution of 4-bromobenzaldehyde (5 g), piperidine (2.9 mL), and acetic acid (1.5 mL) in DCE (65 mL) was treated with sodium triacetoxyborohydride (6.9 g). After 27 h, the resulting mixture was treated with saturated aqueous sodium bicarbonate (50 mL), and extracted with DCM (2×50 mL). The combined organic phases were dried (magnesium sulfate) and evaporated. Kugelrohr distillation of the residue (160° C., 5 mm Hg) gave the title compound as a pale yellow oil (5.9 g). Starting materials: [H-].[Na+] (sodium hydride), C(C)(C)(C)OC(=O)NC1=C(C=CC=C1)C1=CC(=C(C(=O)OC)C=C1)[N+](=O)[O-] (methyl 4-(2-(tert-butoxycarbonylamino)phenyl)-2-nitrobenzoate), aqueous solution, C(CC(O)(C(=O)O)CC(=O)O)(=O)O (citric acid), CI (methyl iodide). Run in CN(C=O)C (N,N-dimethylformamide), C(C)OCC (diethyl ether), O (Water). Conditions: time 10 minute. Product: C(C)(C)(C)OC(=O)N(C1=C(C=CC=C1)C1=CC(=C(C(=O)OC)C=C1)[N+](=O)[O-])C (methyl 4-(2-((tert-butoxycarbonyl)(methyl)amino)phenyl)-2-nitrobenzoate). RXN SMILES: [H-].[Na+].[C:3]([O:7][C:8]([NH:10][C:11]1[CH:16]=[CH:15][CH:14]=[CH:13][C:12]=1[C:17]1[CH:26]=[CH:25][C:20]([C:21]([O:23][CH3:24])=[O:22])=[C:19]([N+:27]([O-:29])=[O:28])[CH:18]=1)=[O:9])([CH3:6])([CH3:5])[CH3:4].CI.[C:32](O)(=O)CC(CC(O)=O)(C(O)=O)O>C(OCC)C.O.CN(C)C=O>[C:3]([O:7][C:8]([N:10]([CH3:32])[C:11]1[CH:16]=[CH:15][CH:14]=[CH:13][C:12]=1[C:17]1[CH:26]=[CH:25][C:20]([C:21]([O:23][CH3:24])=[O:22])=[C:19]([N+:27]([O-:29])=[O:28])[CH:18]=1)=[O:9])([CH3:6])([CH3:4])[CH3:5] |f:0.1|. Procedure: Under ice-cooling, 60% sodium hydride (0.21 g) was added to an N,N-dimethylformamide (15 mL) solution of methyl 4-(2-(tert-butoxycarbonylamino)phenyl)-2-nitrobenzoate (1.3 g), followed by stirring at room temperature for 10 minutes. Then, methyl iodide (0.32 mL) was added thereto under ice-cooling, followed by stirring at room temperature for 1 hour. Water, a 10% aqueous solution of citric acid, and diethyl ether were added to the reaction mixture. The organic layer was separated, washed with a ...